This data is from the Open Reaction Database (ORD), a public repository of structured organic reaction records. The task is: describe an organic reaction: reactants, conditions, products, and yield The reactants are CC(=O)[O-], COc1ccccc1C=O, CC(=O)OC(C)=O, [Na+], O=C1CNC(=O)N1. The product is COc1ccccc1C=C1NC(=O)NC1=O. RXN SMILES: [CH3:19][C:20](=[O:21])[O-:22].[CH3:1][O:2][c:3]1[c:4]([CH:5]=[O:6])[cH:7][cH:8][cH:9][cH:10]1.[CH3:23][C:24]([O:25][C:26](=[O:27])[CH3:28])=[O:29].[Na+:18].[O:11]=[C:12]1[CH2:13][NH:14][C:15](=[O:16])[NH:17]1>>[CH3:1][O:2][c:3]1[c:4]([CH:5]=[C:13]2[C:12](=[O:11])[NH:17][C:15](=[O:16])[NH:14]2)[cH:7][cH:8][cH:9][cH:10]1. The reactants are N(=C=O)CC(=O)OCC (ethyl isocyanatoacetate), Cl.N[C@H](C(=O)OC)CNC(=O)OC(C)(C)C (Methyl (2S)-amino-3-tert-butoxycarbonylaminopropionate hydrochloride). Run in O1CCCC1 (tetrahydrofuran). Run at time 3 hour. Yields the product C(C)OC(=O)CNC(=O)N[C@H](C(=O)OC)CNC(=O)OC(C)(C)C (Methyl (2S)-ethyloxycarbonylmethylaminocarbonylamino-3-tert-butoxycarbonylaminopropionate). The yield is 84.5%. As a reaction SMILES: [N:1]([CH2:4][C:5]([O:7][CH2:8][CH3:9])=[O:6])=[C:2]=[O:3].Cl.[NH2:11][C@@H:12]([CH2:17][NH:18][C:19]([O:21][C:22]([CH3:25])([CH3:24])[CH3:23])=[O:20])[C:13]([O:15][CH3:16])=[O:14]>O1CCCC1>[CH2:8]([O:7][C:5]([CH2:4][NH:1][C:2]([NH:11][C@@H:12]([CH2:17][NH:18][C:19]([O:21][C:22]([CH3:25])([CH3:24])[CH3:23])=[O:20])[C:13]([O:15][CH3:16])=[O:14])=[O:3])=[O:6])[CH3:9] |f:1.2|. Procedure details: 5.13 ml (45.8 mmol) of ethyl isocyanatoacetate are added dropwise to a suspension of 10 g (45.8 mmol) of the compound (3.3) in 100 ml of tetrahydrofuran and the mixture is left to stir at room temperature for 3 h; the solvent is removed in vacuo and the residue is chromatographed through silica gel using ethyl acetate/methanol =20/1. 13.44 g (85%) of (3.4) are obtained as a pale yellow oil. Reactants: C(\C=C/C(=O)O)(=O)O.ClC1=CC2=C(OC3=C([C@H]4N2CCC[C@H]4N)C=CC=C3)C=C1 (trans-7-Chloro-2,3,4,14b-tetrahydro-1H-dibenzo[b,f]pyrido[1,2-d][1,4]oxazepine-1-amine maleate), N1=CC=CC=C1 (pyridine), C(C)(=O)OC(C)=O (acetic anhydride). The solvent is C(Cl)Cl (CH2Cl2). The product is ClC1=CC2=C(OC3=C([C@H]4N2CCC[C@H]4NC(C)=O)C=CC=C3)C=C1 (trans-N-(7-chloro-2,3,4,14b-tetrahydro-1H-dibenzo[b,f]pyrido[1,2-d][1,4]oxazepin1-yl)acetamide). The yield is 131.3%. RXN SMILES: C(O)(=O)/C=[CH:3]\[C:4](O)=[O:5].[Cl:9][C:10]1[CH:29]=[CH:28][C:13]2[O:14][C:15]3[CH:27]=[CH:26][CH:25]=[CH:24][C:16]=3[C@@H:17]3[C@H:22]([NH2:23])[CH2:21][CH2:20][CH2:19][N:18]3[C:12]=2[CH:11]=1.N1C=CC=CC=1.C(OC(=O)C)(=O)C>C(Cl)Cl>[Cl:9][C:10]1[CH:29]=[CH:28][C:13]2[O:14][C:15]3[CH:27]=[CH:26][CH:25]=[CH:24][C:16]=3[C@@H:17]3[C@H:22]([NH:23][C:4](=[O:5])[CH3:3])[CH2:21][CH2:20][CH2:19][N:18]3[C:12]=2[CH:11]=1 |f:0.1|. Procedure details: trans-7-Chloro-2,3,4,14b-tetrahydro-1H-dibenzo[b,f]pyrido[1,2-d][1,4]oxazepine-1-amine maleate (10 mg, 0.02 mmol), 50 μL of pyridine, and 25 μL of acetic anhydride in 1 mL of CH2Cl2 were stirred for 18 h at room temperature. The mixture was washed with 5% aqueous sodium bicarbonate and H2O, dried (Na2SO4) and evaporated to give trans-N-(7-chloro-2,3,4,14b-tetrahydro-1H-dibenzo[b,f]pyrido[1,2-d][1,4]oxazepin1-yl)acetamide (9.0 mg, 65%). Data: (m/z)=343 (M+H)+. The reactants are C(C(C)C)(=O)OCC (ethyl isobutyrate), BrCCCl (1-bromo-2-chloroethane), C(C)(C)NC(C)C (diisopropylamine), solution, C(CCC)[Li] (n-butyl lithium), [Cl-].[NH4+] (ammonium chloride). Solvent: O1CCCC1 (tetrahydrofuran), O1CCCC1 (tetrahydrofuran), CCCCCC (hexane). Reaction conditions: temperature -78 celsius, time 30 minute. Yields the product ClCCC(C(=O)OCC)(C)C (ethyl 4-chloro-2,2-dimethylbutyrate). RXN SMILES: C(NC(C)C)(C)C.C([Li])CCC.[C:13]([O:18][CH2:19][CH3:20])(=[O:17])[CH:14]([CH3:16])[CH3:15].Br[CH2:22][CH2:23][Cl:24].[Cl-].[NH4+]>O1CCCC1.CCCCCC>[Cl:24][CH2:23][CH2:22][C:14]([CH3:16])([CH3:15])[C:13]([O:18][CH2:19][CH3:20])=[O:17] |f:4.5|. Procedure details: To a solution of 22.2 ml of diisopropylamine in 150 ml of tetrahydrofuran being stirred, 93.6 ml of a 1.6 M solution of n-butyl lithium in hexane was added at -5° to 0° C., followed by stirring for 30 minutes. After the reaction mixture was cooled to -78° C. and 19.0 ml of ethyl isobutyrate was added dropwise to the mixture and stirred for 45 minutes. A solution of 11.9 ml of 1-bromo-2-chloroethane in 10 ml of tetrahydrofuran was added dropwise to the reaction mixture. After the reaction mixture... The reactants are CCO, Cc1ncoc1C(C)(N=[N+]=[N-])c1ccoc1. Product: Cc1ncoc1C(C)(N)c1ccoc1. Reaction SMILES: [CH3:17][CH2:18][OH:19].[N:1](=[N+:2]=[N-:3])[C:4]([CH3:5])([c:6]1[c:7]([CH3:11])[n:8][cH:9][o:10]1)[c:12]1[cH:13][o:14][cH:15][cH:16]1>>[NH2:1][C:4]([CH3:5])([c:6]1[c:7]([CH3:11])[n:8][cH:9][o:10]1)[c:12]1[cH:13][o:14][cH:15][cH:16]1. The reactants are BrC=1C=C(C=CC1)N1CCC(CC1)NC(C)=O (N-[1-(3-bromophenyl)-4-piperidyl]acetamide), [H-].[Na+] (sodium hydride), IC (iodomethane). The solvent is C1CCOC1 (THF). Reaction conditions: time 10 minute. Yields the product BrC=1C=C(C=CC1)N1CCC(CC1)N(C(C)=O)C (N-[1-(3-bromophenyl)piperidin-4-yl]-N-methylacetamide). Isolated yield 103.3%. As a reaction SMILES: [Br:1][C:2]1[CH:3]=[C:4]([N:8]2[CH2:13][CH2:12][CH:11]([NH:14][C:15](=[O:17])[CH3:16])[CH2:10][CH2:9]2)[CH:5]=[CH:6][CH:7]=1.[H-].[Na+].I[CH3:21]>C1COCC1>[Br:1][C:2]1[CH:3]=[C:4]([N:8]2[CH2:9][CH2:10][CH:11]([N:14]([CH3:21])[C:15](=[O:17])[CH3:16])[CH2:12][CH2:13]2)[CH:5]=[CH:6][CH:7]=1 |f:1.2|. Procedure details: A solution of N-[1-(3-bromophenyl)-4-piperidyl]acetamide (11.6 g, 39.2 mmol) in THF (392 mL) was added to sodium hydride (6.84 g, 55% in mineral oil, 157 mmol) portionwise at 0° C. and stirred at room temperature for 10 minutes under nitrogen. The reaction mixture was added to iodomethane (7.32 mL, 118 mmol) at 0° C. and stirred at room temperature for 6 hours. The mixture was slowly quenched with water at 0° C. and extracted with EtOAc. The organic layer was washed with brine, dried over Na2SO4...